This data is from the Open Reaction Database (ORD), a public repository of structured organic reaction records. The task is: describe an organic reaction: reactants, conditions, products, and yield Starting materials: CC=1C=C2C3=C(NC2=CC1)CC1CCCC3N1C (2,12-dimethyl-6,7,8,9,10,11-hexahydro-5H-7,11-epiminocycloocta[b]indole), alkene, C(#C)C=1C=CC(=NC1)C (5-ethynyl-2-methylpyridine). The product is CC=1C=C2C3=C(N(C2=CC1)\C=C/C=1C=NC(=CC1)C)C[C@@H]1CCC[C@H]3N1C ((7S,11R)-2,12-dimethyl-5-[(Z)-2-(6-methylpyridin-3-yl)vinyl]-6,7,8,9,10,11-hexahydro-5H-7,11-epiminocycloocta[b]indole). RXN SMILES: [CH3:1][C:2]1[CH:3]=[C:4]2[C:8](=[CH:9][CH:10]=1)[NH:7][C:6]1[CH2:11][CH:12]3[N:17]([CH3:18])[CH:16]([C:5]2=1)[CH2:15][CH2:14][CH2:13]3.[C:19]([C:21]1[CH:22]=[CH:23][C:24]([CH3:27])=[N:25][CH:26]=1)#[CH:20]>>[CH3:1][C:2]1[CH:3]=[C:4]2[C:8](=[CH:9][CH:10]=1)[N:7](/[CH:20]=[CH:19]\[C:21]1[CH:26]=[N:25][C:24]([CH3:27])=[CH:23][CH:22]=1)[C:6]1[CH2:11][C@H:12]3[N:17]([CH3:18])[C@@H:16]([C:5]2=1)[CH2:15][CH2:14][CH2:13]3. Procedure: The coupling of 2,12-dimethyl-6,7,8,9,10,11-hexahydro-5H-7,11-epiminocycloocta[b]indole (110 mg, 0.458 mmol; Example 114A) and 5-ethynyl-2-methylpyridine (107 mg, 0.915 mmol; prepared as described in International Publication No. WO2005090333) was performed according to the procedure described in Example 20 to give the racemic mixture of the title compound as the major of two alkene isomers. The individual enantiomers from this racemic mixture were separated by preparative chiral supercritical f... Reactants: CCN1C(=O)C(Cl)=C(c2ccccc2)S1(=O)=O, Nc1ccc(N2CCOCC2)cc1, CN(C)C=O. The product is CCN1C(=O)C(Nc2ccc(N3CCOCC3)cc2)=C(c2ccccc2)S1(=O)=O. As a reaction SMILES: [Cl:1][C:2]1=[C:6]([c:7]2[cH:8][cH:9][cH:10][cH:11][cH:12]2)[S:5](=[O:13])(=[O:14])[N:4]([CH2:15][CH3:16])[C:3]1=[O:17].[O:18]1[CH2:19][CH2:20][N:21]([c:24]2[cH:25][cH:26][c:27]([NH2:28])[cH:29][cH:30]2)[CH2:22][CH2:23]1.[O:31]=[CH:32][N:33]([CH3:34])[CH3:35]>>[C:2]1([NH:28][c:27]2[cH:26][cH:25][c:24]([N:21]3[CH2:20][CH2:19][O:18][CH2:23][CH2:22]3)[cH:30][cH:29]2)=[C:6]([c:7]2[cH:8][cH:9][cH:10][cH:11][cH:12]2)[S:5](=[O:13])(=[O:14])[N:4]([CH2:15][CH3:16])[C:3]1=[O:17]. Starting materials: COC1=CC=NC2=C1C(=C1N2C(=NC=C1)NS(=O)(=O)C1=CC=C(C)C=C1)C1=NC(=NC=C1)NC(C)=O (4-Methoxy-9-tosylamino-5(2-acetylaminopyrimidin-4-yl) pyrido[3′,2′:4,5]pyrrolo[1,2-c]pyrimidine), C(=O)(O)[O-].[Na+] (NaHCO3). Yield: 78.2%. Product: OC1=CC=NC2=C1C(=C1N2C(=NC=C1)NS(=O)(=O)C1=CC=C(C)C=C1)C1=NC(=NC=C1)N (4Hydroxy-9-tosylamino-5-(2-aminopyrimidin-4-yl)pyrido[3′,2′:4,5]pyrrolo[1,2-c]pyrimidine). Run in Br (HBr). Reported procedure: A solution of 25 (10 mg, 0.02 mmol) in HBr (48%) was refluxed for 10 min. The solution was basified with NaHCO3 and extracted with CH2Cl2. The organic solution was dried, filtrated and evaporated to obtain 26 (7 mg, 78%) as a yellow solid. Reaction SMILES: C[O:2][C:3]1[C:8]2[C:9]([C:27]3[CH:32]=[CH:31][N:30]=[C:29]([NH:33]C(=O)C)[N:28]=3)=[C:10]3[CH:15]=[CH:14][N:13]=[C:12]([NH:16][S:17]([C:20]4[CH:26]=[CH:25][C:23]([CH3:24])=[CH:22][CH:21]=4)(=[O:19])=[O:18])[N:11]3[C:7]=2[N:6]=[CH:5][CH:4]=1.C([O-])(O)=O.[Na+]>Br>[OH:2][C:3]1[C:8]2[C:9]([C:27]3[CH:32]=[CH:31][N:30]=[C:29]([NH2:33])[N:28]=3)=[C:10]3[CH:15]=[CH:14][N:13]=[C:12]([NH:16][S:17]([C:20]4[CH:21]=[CH:22][C:23]([CH3:24])=[CH:25][CH:26]=4)(=[O:18])=[O:19])[N:11]3[C:7]=2[N:6]=[CH:5][CH:4]=1 |f:1.2|. The reactants are COC(C=1C=NC=C(C1)C(=C)C)OC (3-(dimethoxymethyl)-5-(prop-1-en-2-yl)pyridine), C(=O)(C(F)(F)F)O (TFA). Conditions: time 16 hour. Product: C=C(C)C=1C=NC=C(C=O)C1 (5-(prop-1-en-2-yl)nicotinaldehyde). RXN SMILES: C[O:2][CH:3](OC)[C:4]1[CH:5]=[N:6][CH:7]=[C:8]([C:10]([CH3:12])=[CH2:11])[CH:9]=1.C(O)(C(F)(F)F)=O>>[CH2:11]=[C:10]([C:8]1[CH:7]=[N:6][CH:5]=[C:4]([CH:9]=1)[CH:3]=[O:2])[CH3:12]. Procedure: To 3-(dimethoxymethyl)-5-(prop-1-en-2-yl)pyridine (2.2 g, 11.3 mmol), TFA (5.2 ml, 67.8 mmol) was added at 0° C., and the reaction mixture was stirred at rt for 16 h. Then volatiles were removed under vacuum and the reaction mixture was diluted with ether. Ether layer was washed with aqueous sodium bicarbonate solution, water, brine and dried. The organic layer was dried and evaporated to provide 5-(prop-1-en-2-yl)nicotinaldehyde. Starting materials: COc1ccc(Nc2ncc(CN3CCOCC3)cc2-c2nc(C)nc(SC)n2)cn1, CO, CC(C)O, ClCCl, N. Product: COc1ccc(Nc2ncc(CN3CCOCC3)cc2-c2nc(C)nc(N)n2)cn1. As a reaction SMILES: [CH3:1][O:2][c:3]1[cH:4][cH:5][c:6]([NH:9][c:10]2[n:11][cH:12][c:13]([CH2:25][N:26]3[CH2:27][CH2:28][O:29][CH2:30][CH2:31]3)[cH:14][c:15]2-[c:16]2[n:17][c:18]([S:23][CH3:24])[n:19][c:20]([CH3:22])[n:21]2)[cH:7][n:8]1.[CH3:32][OH:33].[CH:35]([OH:36])([CH3:37])[CH3:38].[Cl:39][CH2:40][Cl:41].[NH3:34]>>[CH3:1][O:2][c:3]1[cH:4][cH:5][c:6]([NH:9][c:10]2[n:11][cH:12][c:13]([CH2:25][N:26]3[CH2:27][CH2:28][O:29][CH2:30][CH2:31]3)[cH:14][c:15]2-[c:16]2[n:17][c:18]([NH2:34])[n:19][c:20]([CH3:22])[n:21]2)[cH:7][n:8]1. Reactants: ClC1=CC=C(C(=O)C2=C(C=C(N2C)CC2=CC=C(N)C=C2)C)C=C1 (4-{5-(4-Chlorobenzoyl)-1,4-dimethyl-1H-pyrrol-2-ylmethyl}aniline), C(=O)(N1C=NC=C1)N1C=NC=C1 (1,1'-carbonyldiimidazole), C(O)CN (Ethanolamine). Solvent: O (water), CN(C)C=O (DMF). Reaction conditions: time 1 hour. Product: ClC1=CC=C(C(=O)C2=C(C=C(N2C)CC2=CC=C(C=C2)NC(=O)NCCO)C)C=C1 (1-{4-[5-(4-chlorobenzoyl)-1,4-dimethyl-1H-pyrrol-2-ylmethyl]phenyl}-3-(2-hydroxyethyl)urea). Isolated yield 57.3%. Reaction SMILES: [Cl:1][C:2]1[CH:24]=[CH:23][C:5]([C:6]([C:8]2[N:12]([CH3:13])[C:11]([CH2:14][C:15]3[CH:21]=[CH:20][C:18]([NH2:19])=[CH:17][CH:16]=3)=[CH:10][C:9]=2[CH3:22])=[O:7])=[CH:4][CH:3]=1.[C:25](N1C=CN=C1)([N:27]1[CH:31]=[CH:30]N=C1)=[O:26].C(CN)[OH:38]>CN(C=O)C.O>[Cl:1][C:2]1[CH:3]=[CH:4][C:5]([C:6]([C:8]2[N:12]([CH3:13])[C:11]([CH2:14][C:15]3[CH:16]=[CH:17][C:18]([NH:19][C:25]([NH:27][CH2:31][CH2:30][OH:38])=[O:26])=[CH:20][CH:21]=3)=[CH:10][C:9]=2[CH3:22])=[O:7])=[CH:23][CH:24]=1. Procedure details: 4-{5-(4-Chlorobenzoyl)-1,4-dimethyl-1H-pyrrol-2-ylmethyl}aniline (0.33 g, 0.98 mmol) and 1,1'-carbonyldiimidazole (0.4 g, 2.46 mmol) were dissolved in DMF, and the reaction mixture was stirred at room temperature for 1 h. Ethanolamine (0.3 ml, 4.91 mmol) was added and after 1.5 h the mixture was diluted with water. The product was extracted into ethyl acetate, and the organic layer was dried over MgSO4 and then concentrated under vacuum. Purification by flash chromatography (ethyl acetate), foll...